Dataset: the Open Reaction Database (ORD), a public repository of structured organic reaction records. Task: describe an organic reaction: reactants, conditions, products, and yield The reactants are COC(=O)C=1C(=C2C=C(C(N(C2=CN1)CC1=CC=CC=C1)=O)C1=CC=CC=C1)O (1-benzyl-5-hydroxy-2-oxo-3-phenyl-1,2-dihydro-[1,7]naphthyridine-6-carboxylic acid methyl ester), C(C)(C)(C)OC(NCCN)=O ((2-amino-ethyl)-carbamic acid tert-butyl ester). Solvent: CC(=O)O (AcOH). The product is C(C)(C)(C)OC(NCCNC(=O)C=1C(=C2C=C(C(N(C2=CN1)CC1=CC=CC=C1)=O)C1=CC=CC=C1)O)=O ({2-[(1-Benzyl-5-hydroxy-2-oxo-3-phenyl-1,2-dihydro-[1,7]naphthyridine-6-carbonyl)-amino]-ethyl}-carbamic acid tert-butyl ester). The yield is 106.9%. RXN SMILES: CO[C:3]([C:5]1[C:6]([OH:29])=[C:7]2[C:12](=[CH:13][N:14]=1)[N:11]([CH2:15][C:16]1[CH:21]=[CH:20][CH:19]=[CH:18][CH:17]=1)[C:10](=[O:22])[C:9]([C:23]1[CH:28]=[CH:27][CH:26]=[CH:25][CH:24]=1)=[CH:8]2)=[O:4].[C:30]([O:34][C:35](=[O:40])[NH:36][CH2:37][CH2:38][NH2:39])([CH3:33])([CH3:32])[CH3:31]>CC(O)=O>[C:30]([O:34][C:35](=[O:40])[NH:36][CH2:37][CH2:38][NH:39][C:3]([C:5]1[C:6]([OH:29])=[C:7]2[C:12](=[CH:13][N:14]=1)[N:11]([CH2:15][C:16]1[CH:17]=[CH:18][CH:19]=[CH:20][CH:21]=1)[C:10](=[O:22])[C:9]([C:23]1[CH:28]=[CH:27][CH:26]=[CH:25][CH:24]=1)=[CH:8]2)=[O:4])([CH3:33])([CH3:31])[CH3:32]. Procedure: A mixture of 1-benzyl-5-hydroxy-2-oxo-3-phenyl-1,2-dihydro-[1,7]naphthyridine-6-carboxylic acid methyl ester (60 mg, 0.16 mmol) and (2-amino-ethyl)-carbamic acid tert-butyl ester (75 mg, 0.47 mmol) was refluxed for 48 h. After cooling to r.t., AcOH (0.2 mL) was added, and the mixture was concentrated to dryness. The residue was dissolved in EtOAc and washed with 0.1 M HCl, saturated NaHCO3, and brine. The organic layer was dried over MgSO4 and concentrated to give 88 mg of the title compound as ... Procedure details: The title compound (99 mg, 0.21 mmol) was prepared from (IntA5) (92 mg, 0.30 mmol), K2CO3 (124 mg, 0.9 mmol) and 2,6-difluoro-4-methoxybenzyl bromide (85 mg, 0.36 mmol) in DMF (3 mL) using the methods of (115). RXN SMILES: [C:1]([O-:4])([O-])=O.[K+].[K+].FC1C=[C:14]([O:16][CH3:17])[CH:13]=[C:12](F)C=1CBr.COC1C(C)=C[C:24]([N:28]2[C:33](=[O:34])[N:32]([CH2:35][C:36]3[C:41]([F:42])=[CH:40][C:39](F)=[CH:38][C:37]=3[F:44])[C:31]3[CH:45]=[CH:46][CH:47]=[CH:48][C:30]=3[S:29]2(=[O:50])=[O:49])=[CH:23]C=1C.C[N:53](C=O)C>>[F:44][C:37]1[CH:38]=[C:39]([O:4][CH3:1])[CH:40]=[C:41]([F:42])[C:36]=1[CH2:35][N:32]1[C:31]2[CH:45]=[CH:46][CH:47]=[CH:48][C:30]=2[S:29](=[O:49])(=[O:50])[N:28]([C:24]2[CH:23]=[CH:12][CH:13]=[C:14]([O:16][CH3:17])[N:53]=2)[C:33]1=[O:34] |f:0.1.2|. Yields the product FC1=C(CN2C(N(S(C3=C2C=CC=C3)(=O)=O)C3=NC(=CC=C3)OC)=O)C(=CC(=C1)OC)F (4-(2,6-Difluoro-4-methoxybenzyl)-2-(6-methoxypyridin-2-yl)-2H-1,2,4-benzothiadiazin-3(4H)-one 1,1-dioxide). The reactants are C(=O)([O-])[O-].[K+].[K+] (K2CO3), FC1=C(CBr)C(=CC(=C1)OC)F (2,6-difluoro-4-methoxybenzyl bromide), CN(C)C=O (DMF), COC1=C(C=C(C=C1C)N1S(C2=C(N(C1=O)CC1=C(C=C(C=C1F)F)F)C=CC=C2)(=O)=O)C (2-(4-methoxy-3,5-dimethylphenyl)-4-(2,4,6-trifluorobenzyl)-2H-1,2,4-benzothiadiazin-3(4H)-one 1,1-dioxide).